From a dataset of the Open Reaction Database (ORD), a public repository of structured organic reaction records. describe an organic reaction: reactants, conditions, products, and yield Starting materials: OC(CN)C1=CC(=CC=C1)Cl (2-hydroxy-2-(3-chlorophenyl) ethanamine), C(=O)(OC)/C=C/C1=CC=C(C=C1)CC(C)=O (4-{(E)-2-carbomethoxyethenyl}phenylpropan-2-one). The product is C(=O)(OC)/C=C/C1=CC=C(C=C1)CC(C)NCC(C1=CC(=CC=C1)Cl)O (N-{2-(4-{(E)-2-Carbomethoxyethenyl}phenyl)-1-methylethyl}-2-hydroxy-2-(3-chlorophenyl)ethanamine). RXN SMILES: [OH:1][CH:2]([C:5]1[CH:10]=[CH:9][CH:8]=[C:7]([Cl:11])[CH:6]=1)[CH2:3][NH2:4].[C:12](/[CH:16]=[CH:17]/[C:18]1[CH:23]=[CH:22][C:21]([CH2:24][C:25](=O)[CH3:26])=[CH:20][CH:19]=1)([O:14][CH3:15])=[O:13]>>[C:12](/[CH:16]=[CH:17]/[C:18]1[CH:19]=[CH:20][C:21]([CH2:24][CH:25]([NH:4][CH2:3][CH:2]([OH:1])[C:5]2[CH:10]=[CH:9][CH:8]=[C:7]([Cl:11])[CH:6]=2)[CH3:26])=[CH:22][CH:23]=1)([O:14][CH3:15])=[O:13]. Procedure details: This was prepared in an identical manner to the compound described in Example 1 using 2-hydroxy-2-(3-chlorophenyl) ethanamine (5.45 g) and 4-{(E)-2-carbomethoxyethenyl}phenylpropan-2-one (7.11 g). The resulting oil was chromatographed on Kieselgel 60. Elution with 5% methanol-chloroform gave the title compound, 9.8 g τ (CDCl3) 8.9 (3H, d, J=6 Hz), 6.8-7.5 (7H, m, 2H disappears with D2O), 6.25 (3H, s), 5.4 (1H, m), 3.6 (1H, d, J=16 Hz), 2.5-2.9 (8H, m), 2.35 (1H, d, J=16 Hz). The reactants are FC1=CC=C(C=C1)C1CCN(CC1)CCCC1=C2C(C(=O)NC2=O)=CC=C1 (3-[4-(4-fluorophenyl)piperidin-1-yl]propylphthalimide), NN (hydrazine). Solvent: CO (methanol). Reaction conditions: time 1 hour. Product: FC1=CC=C(C=C1)C1CCN(CC1)CCCN (3-[4-(4-Fluorophenyl)piperidin-1-yl]propylamine). As a reaction SMILES: [F:1][C:2]1[CH:7]=[CH:6][C:5]([CH:8]2[CH2:13][CH2:12][N:11]([CH2:14][CH2:15][CH2:16]C3C=CC=C4C(NC(=O)C=34)=O)[CH2:10][CH2:9]2)=[CH:4][CH:3]=1.[NH2:28]N>CO>[F:1][C:2]1[CH:3]=[CH:4][C:5]([CH:8]2[CH2:9][CH2:10][N:11]([CH2:14][CH2:15][CH2:16][NH2:28])[CH2:12][CH2:13]2)=[CH:6][CH:7]=1. Reported procedure: To a solution of 3-[4-(4-fluorophenyl)piperidin-1-yl]propylphthalimide (4.5 g, 12.3 mmol) in methanol (200 mL) was added 4 ml of hydrazine and the mixture was refluxed for 8 h. It was cooled, and the white solid was filtered and washed with methanol (20 mL). Solvent was evaporated, and the residue was dried under vacuum for 4 h. Chloroform (50 mL) was added to this material, it was stirred for 1 h and filtered. The white solid was washed with more chloroform (20 mL), and the solvent was evaporat...